The task is: describe an organic reaction: reactants, conditions, products, and yield. This data is from the Open Reaction Database (ORD), a public repository of structured organic reaction records. Starting materials: N(=O)[O-].[Na+] (Sodium nitrite), [I-].[K+] (potassium iodide), NC1=CC(=C(C#N)C(=C1)Cl)Cl (4-amino-2,6-dichlorobenzonitrile). The solvent is O (water), O (water), Cl (HCl). Yields the product ClC1=C(C#N)C(=CC(=C1)I)Cl (2,6-dichloro-4-iodobenzonitrile). Reaction SMILES: N[C:2]1[CH:9]=[C:8]([Cl:10])[C:5]([C:6]#[N:7])=[C:4]([Cl:11])[CH:3]=1.N([O-])=O.[Na+].[I-:16].[K+]>Cl.O>[Cl:10][C:8]1[CH:9]=[C:2]([I:16])[CH:3]=[C:4]([Cl:11])[C:5]=1[C:6]#[N:7] |f:1.2,3.4|. Reported procedure: 4-amino-2,6-dichlorobenzonitrile (1.65 g, 8.82 mmol) was stirred in 7.5 mL of 12M HCl solution. The reaction mixture was cooled with ice-bath. Sodium nitrite (0.6 g, 8.82 mmol) dissolved in 6 mL of water was added drop-wise to the flask under cold condition, followed by the drop-wise addition of cold potassium iodide (5.86 g, 35.3 mmol) solution in water (12 mL). The mixture was allowed to stir at RT for a day. After the completion of the reaction, the mixture was extracted with ethyl acetate, w...